Dataset: the Open Reaction Database (ORD), a public repository of structured organic reaction records. Task: describe an organic reaction: reactants, conditions, products, and yield Reactants: O1CCOCC1 (1,4-dioxane), BrC1=CC(=C2C=NN(C2=C1)S(=O)(=O)C1=CC=C(C=C1)C)NC(=O)C=1N=C(SC1)CN1C[C@H](O[C@H](C1)C)C (N-{6-Bromo-1-[(4-methylphenyl)sulfonyl]-1H-indazol-4-yl}-2-{[(2R,6S)-2,6-dimethyl-4-morpholinyl]methyl}-1,3-thiazole-4-carboxamide), COC1=NC=C(C=C1N)B1OC(C(O1)(C)C)(C)C (2-(methyloxy)-5-(4,4,5,5-tetramethyl-1,3,2-dioxaborolan-2-yl)-3-pyridinamine), C([O-])([O-])=O.[Na+].[Na+] (sodium carbonate). Reagents/catalysts: C1=CC=C(C=C1)P([C-]2C=CC=C2)C3=CC=CC=C3.C1=CC=C(C=C1)P([C-]2C=CC=C2)C3=CC=CC=C3.Cl[Pd]Cl.[Fe+2] (Pd(dppf)Cl2). Solvent: O (water), C(Cl)Cl (DCM). Conditions: temperature 80 celsius. The product is NC=1C=C(C=NC1OC)C1=CC(=C2C=NN(C2=C1)S(=O)(=O)C1=CC=C(C=C1)C)NC(=O)C=1N=C(SC1)CN1C[C@H](O[C@H](C1)C)C (N-{6-[5-Amino-6-(methyloxy)-3-pyridinyl]-1-[(4-methylphenyl)sulfonyl]-1H-indazol-4-yl}-2-{[(2R,6S)-2,6-dimethyl-4-morpholinyl]methyl}-1,3-thiazole-4-carboxamide). Yield: 44.3%. Reaction SMILES: Br[C:2]1[CH:10]=[C:9]2[C:5]([CH:6]=[N:7][N:8]2[S:11]([C:14]2[CH:19]=[CH:18][C:17]([CH3:20])=[CH:16][CH:15]=2)(=[O:13])=[O:12])=[C:4]([NH:21][C:22]([C:24]2[N:25]=[C:26]([CH2:29][N:30]3[CH2:35][C@H:34]([CH3:36])[O:33][C@H:32]([CH3:37])[CH2:31]3)[S:27][CH:28]=2)=[O:23])[CH:3]=1.[CH3:38][O:39][C:40]1[C:45]([NH2:46])=[CH:44][C:43](B2OC(C)(C)C(C)(C)O2)=[CH:42][N:41]=1.C(=O)([O-])[O-].[Na+].[Na+].O1CCOCC1>C1C=CC(P(C2C=CC=CC=2)[C-]2C=CC=C2)=CC=1.C1C=CC(P(C2C=CC=CC=2)[C-]2C=CC=C2)=CC=1.Cl[Pd]Cl.[Fe+2].C(Cl)Cl.O>[NH2:46][C:45]1[CH:44]=[C:43]([C:2]2[CH:10]=[C:9]3[C:5]([CH:6]=[N:7][N:8]3[S:11]([C:14]3[CH:15]=[CH:16][C:17]([CH3:20])=[CH:18][CH:19]=3)(=[O:12])=[O:13])=[C:4]([NH:21][C:22]([C:24]3[N:25]=[C:26]([CH2:29][N:30]4[CH2:35][C@H:34]([CH3:36])[O:33][C@H:32]([CH3:37])[CH2:31]4)[S:27][CH:28]=3)=[O:23])[CH:3]=2)[CH:42]=[N:41][C:40]=1[O:39][CH3:38] |f:2.3.4,6.7.8.9|. Reported procedure: N-{6-Bromo-1-[(4-methylphenyl)sulfonyl]-1H-indazol-4-yl}-2-{[(2R,6S)-2,6-dimethyl-4-morpholinyl]methyl}-1,3-thiazole-4-carboxamide (4 g), 2-(methyloxy)-5-(4,4,5,5-tetramethyl-1,3,2-dioxaborolan-2-yl)-3-pyridinamine (1.8 g), sodium carbonate (2.8 g) and Pd(dppf)Cl2 (0.48 g) were weighed to a 500 ml round-bottomed flask and 1,4-dioxane (150 ml) and water (150 ml) were added. The reaction was heated to 80° C. for 2 hours. The reaction was cooled then passed through a 10 g silica cartridge, washing ... Starting materials: O=C1CCC(=O)N1Br, CC(C)=O, COc1cc(Cl)cc(Cl)c1, Cl. The product is COc1cc(Cl)c(Br)c(Cl)c1. Reaction SMILES: [Br:11][N:12]1[C:13](=[O:14])[CH2:15][CH2:16][C:17]1=[O:18].[CH3:20][C:21](=[O:22])[CH3:23].[Cl:1][c:2]1[cH:3][c:4]([Cl:10])[cH:5][c:6]([O:8][CH3:9])[cH:7]1.[ClH:19]>>[Cl:1][c:2]1[c:3]([Br:11])[c:4]([Cl:10])[cH:5][c:6]([O:8][CH3:9])[cH:7]1. Reactants: COc1cc(CC(C)(Oc2ccccc2)C(=O)O)ccc1OCc1ccccc1, CCO. Product: COc1cc(CC(C)(Oc2ccccc2)C(=O)O)ccc1O. RXN SMILES: [CH2:1]([c:2]1[cH:3][cH:4][cH:5][cH:6][cH:7]1)[O:8][c:9]1[c:10]([O:28][CH3:29])[cH:11][c:12]([CH2:15][C:16]([C:17](=[O:18])[OH:19])([O:20][c:21]2[cH:22][cH:23][cH:24][cH:25][cH:26]2)[CH3:27])[cH:13][cH:14]1.[CH3:30][CH2:31][OH:32]>>[OH:8][c:9]1[c:10]([O:28][CH3:29])[cH:11][c:12]([CH2:15][C:16]([C:17](=[O:18])[OH:19])([O:20][c:21]2[cH:22][cH:23][cH:24][cH:25][cH:26]2)[CH3:27])[cH:13][cH:14]1. Starting materials: COC(C(=O)N)(C)C (2-methoxy-2-methylpropanamide), C[Si](C)(C)[N-][Si](C)(C)C.[Li+] (lithium bis(trimethylsilyl)amide), ClC(=O)OC(=C)C (isopropenyl chloroformate). The solvent is C1CCOC1 (THF), C1CCOC1 (THF). Conditions: time 0.5 hour. Product: COC(C(=O)NC(OC(=C)C)=O)(C)C (prop-1-en-2-yl (2-methoxy-2-methylpropanoyl)carbamate). Yield: 102.5%. As a reaction SMILES: [CH3:1][O:2][C:3]([CH3:8])([CH3:7])[C:4]([NH2:6])=[O:5].C[Si]([N-][Si](C)(C)C)(C)C.[Li+].Cl[C:20]([O:22][C:23]([CH3:25])=[CH2:24])=[O:21]>C1COCC1>[CH3:1][O:2][C:3]([CH3:8])([CH3:7])[C:4]([NH:6][C:20](=[O:21])[O:22][C:23]([CH3:25])=[CH2:24])=[O:5] |f:1.2|. Procedure: A −78° C. solution of 2-methoxy-2-methylpropanamide (0.25 g, 2.134 mmol) in THF (6 mL) was treated drop-wise with lithium bis(trimethylsilyl)amide (1M in THF, 2.77 mL, 2.77 mmol) stirred for 0.5 h. A solution of isopropenyl chloroformate (0.257 mL, 2.347 mmol) in THF (1 mL) was added drop-wise and the mixture was stirred at −78° C. for 1 h. The mixture was warmed to RT, stirred for 1 h, quenched with satd. NaHCO3, extracted with EtOAc (3×) and the combined organics were dried over Na2SO4 and con... Starting materials: C(C1=CC=CC=C1)N1CC(OCC1)CC1=CC(=C(C=C1)F)C (N-benzyl-2-(4-fluoro-3-methylbenzyl)-morpholine), C(=O)(OC(C)(C)C)N1C[C@H](OCC1)CC1=CC(=CC=C1)C=CC=1C=NC=CC1 (N-Boc-(R)-2-(3-(2-(3-pyridinyl)vinyl)-benzyl)morpholine), ClC(=O)OC(C)Cl (1-chloroethyl chloroformate). Product: FC1=C(C=C(CC2CNCCO2)C=C1)C (2-(4-fluoro-3-methylbenzyl)-morpholine). RXN SMILES: C([N:8]1[CH2:13][CH2:12][O:11][CH:10]([CH2:14][C:15]2[CH:20]=[CH:19][C:18]([F:21])=[C:17]([CH3:22])[CH:16]=2)[CH2:9]1)C1C=CC=CC=1.C(N1CCO[C@H](CC2C=CC=C(C=CC3C=NC=CC=3)C=2)C1)(OC(C)(C)C)=O.ClC(OC(Cl)C)=O>>[F:21][C:18]1[CH:19]=[CH:20][C:15]([CH2:14][CH:10]2[O:11][CH2:12][CH2:13][NH:8][CH2:9]2)=[CH:16][C:17]=1[CH3:22]. Procedure: Example 71 was prepared as described for example 27, but using N-benzyl-2-(4-fluoro-3-methylbenzyl)-morpholine, intermediate (a) and 1-chloroethyl chloroformate. Example 71 was isolated as a colorless oil (13.7 mg). Reactants: CC(=O)O, O=C1Nc2ccc(I)cc2C1=O, NNC(=O)c1cccc(Oc2ccccc2)c1. The product is O=C1Nc2ccc(I)cc2C1=NNC(=O)c1cccc(Oc2ccccc2)c1. RXN SMILES: [CH3:30][C:31](=[O:32])[OH:33].[I:1][c:2]1[cH:3][c:4]2[c:8]([cH:9][cH:10]1)[NH:7][C:6](=[O:11])[C:5]2=[O:12].[O:13]([c:14]1[cH:15][cH:16][cH:17][cH:18][cH:19]1)[c:20]1[cH:21][c:22]([C:23](=[O:24])[NH:25][NH2:26])[cH:27][cH:28][cH:29]1>>[I:1][c:2]1[cH:3][c:4]2[c:8]([cH:9][cH:10]1)[NH:7][C:6](=[O:11])[C:5]2=[N:26][NH:25][C:23]([c:22]1[cH:21][c:20]([O:13][c:14]2[cH:15][cH:16][cH:17][cH:18][cH:19]2)[cH:29][cH:28][cH:27]1)=[O:24]. The reactants are ClC=1C=CC2=C(C(=NCC(N2CCCl)CCl)C2=CC=CC=C2)C1 (7-chloro-1-(β-chloroethyl)2-chloromethyl-5-phenyl-2,3-dihydro-1H-1,4-benzodiazepine), O1CCOCC1 (dioxane), C(Cl)(Cl)Cl (chloroform). The solvent is [OH-].[Na+] (sodium hydroxide). Product: ClC=1C=CC2=C(C(=NCC3N2CCOC3)C3=CC=CC=C3)C1 (1,2,4,4a-tetrahydro-9-chloro-7-phenyl-5H[1,4]oxazino-[4,3-a][1,4]benzodiazepine). Reaction SMILES: [Cl:1][C:2]1[CH:3]=[CH:4][C:5]2[N:11]([CH2:12][CH2:13]Cl)[CH:10]([CH2:15]Cl)[CH2:9][N:8]=[C:7]([C:17]3[CH:22]=[CH:21][CH:20]=[CH:19][CH:18]=3)[C:6]=2[CH:23]=1.C(Cl)(Cl)Cl.[O:28]1CCOCC1>[OH-].[Na+]>[Cl:1][C:2]1[CH:3]=[CH:4][C:5]2[N:11]3[CH2:12][CH2:13][O:28][CH2:15][CH:10]3[CH2:9][N:8]=[C:7]([C:17]3[CH:22]=[CH:21][CH:20]=[CH:19][CH:18]=3)[C:6]=2[CH:23]=1 |f:3.4|. Reported procedure: A solution of 20 g 7-chloro-1-(β-chloroethyl)2-chloromethyl-5-phenyl-2,3-dihydro-1H-1,4-benzodiazepine in 100 ml dioxane and 250 ml of 6% sodium hydroxide solution is heated under reflux for a period of about 5.5 hours. After heating the solution, the substance is isolated from chloroform under vacuum and subsequently purified chromatographically using aluminum oxide (activity degree II) as absorbent and methylene chloride as eluant. 12.8 g 1,2,4,4a-tetrahydro-9-chloro-7-phenyl-5H[1,4]oxazino-[4... The reactants are C(#N)C1=CC=C(C=O)C=C1 (p-cyanobenzaldehyde), OCC(C(C)O)CCCCC (3-hydroxymethyl-2-octanol), C1(=CC=C(C=C1)S(=O)(=O)O)C (p-toluenesulfonic acid). The solvent is C1=CC=CC=C1 (benzene). The product is C(#N)C1=CC=C(C=C1)C1OCC(C(O1)C)CCCCC (2-p-cyanophenyl-5-n-pentyl-4-methyl-1,3-dioxane). Reaction SMILES: [C:1]([C:3]1[CH:10]=[CH:9][C:6]([CH:7]=[O:8])=[CH:5][CH:4]=1)#[N:2].O[CH2:12][CH:13]([CH2:17][CH2:18][CH2:19][CH2:20][CH3:21])[CH:14]([OH:16])[CH3:15].C1(C)C=CC(S(O)(=O)=O)=CC=1>C1C=CC=CC=1>[C:1]([C:3]1[CH:10]=[CH:9][C:6]([CH:7]2[O:16][CH:14]([CH3:15])[CH:13]([CH2:17][CH2:18][CH2:19][CH2:20][CH3:21])[CH2:12][O:8]2)=[CH:5][CH:4]=1)#[N:2]. Procedure details: A mixture of 0.1 mol of p-cyanobenzaldehyde, 0.1 mol of 3-hydroxymethyl-2-octanol, 200 ml of benzene and 150 mg of p-toluenesulfonic acid is boiled under a water separator until the reaction is complete. Usual working-up gives 2-p-cyanophenyl-5-n-pentyl-4-methyl-1,3-dioxane. The reactants are N(=[N+]=[N-])C=1C=CC=C2C=CC=C(C12)N (8-azido-1-naphthylamine), S(O)(O)(=O)=O (sulfuric acid), N(=O)[O-].[Na+] (NaNO2). Run in O (water). Product: N(=[N+]=[N-])C1=CC=CC2=CC=CC(=C12)O (1-azido-8-hydroxynaphthalene). Reaction SMILES: [N:1]([C:4]1[CH:5]=[CH:6][CH:7]=[C:8]2[C:13]=1[C:12](N)=[CH:11][CH:10]=[CH:9]2)=[N+:2]=[N-:3].S(=O)(=O)(O)[OH:16].N([O-])=O.[Na+]>O>[N:1]([C:4]1[C:13]2[C:8](=[CH:9][CH:10]=[CH:11][C:12]=2[OH:16])[CH:7]=[CH:6][CH:5]=1)=[N+:2]=[N-:3] |f:2.3|. Procedure details: A sample of 8-azido-1-naphthylamine (0.368 g., 0.02 mole) was dissolved in warm, dilute sulfuric acid (3 ml. of conc. H2SO4 diluted with 30 ml. of water). The solution was cooled to O°C. and diazotized with a solution of NaNO2 (160 mg., 0.023 mole) in 2 ml. of water. The excess of nitrous acid was destroyed by the addition of urea. The yellow solution of the diazonium salt was diluted with 100 ml. of water and heated at 60°for 1.5 hr. The precipitated material was washed with water, dried and fi... Starting materials: formula II, NC=1COC2=C(N1)C=CC=C2 (3-amino-2H-1,4-benzoxazine), C(C)OC(=O)C#CCO (hydroxymethylacetylenecarboxylate ethyl ester). Solvent: C(C)O (ethanol). The product is OCC1=CC(N=C2COC3=C(N21)C=CC=C3)=O (1-Hydroxymethyl-5H-pyrimido[2,1-c][1,4] benzoxazin-3-one). Isolated yield 72.5%. Reaction SMILES: [NH2:1][C:2]1[CH2:3][O:4][C:5]2[CH:11]=[CH:10][CH:9]=[CH:8][C:6]=2[N:7]=1.C([O:14][C:15]([C:17]#[C:18][CH2:19][OH:20])=O)C>C(O)C>[OH:20][CH2:19][C:18]1[N:7]2[C:2]([CH2:3][O:4][C:5]3[CH:11]=[CH:10][CH:9]=[CH:8][C:6]=32)=[N:1][C:15](=[O:14])[CH:17]=1. Procedure: A solution of the compound of formula II, 3-amino-2H-1,4-benzoxazine (10.7 g, 72.1 mmol, described in Example 3) and hydroxymethylacetylenecarboxylate ethyl ester (9.7 g, 75.7 mmol) in ethanol (100 ml) was allowed to stand at room temperature (20° to 24° C.) for 6 days. The resulting precipitate was collected giving 12.03 g of the title compound as tan crystals with mp 235°-237° L C., the mp remaining unchanged or recrystallization from ethanol. The title compound had IR(nujol)3130, 1640 cm-1 ; ...